Dataset: the Open Reaction Database (ORD), a public repository of structured organic reaction records. Task: describe an organic reaction: reactants, conditions, products, and yield Starting materials: ClC1=C(C=O)C=CC(=C1)Cl (2,4-dichlorobenzaldehyde), C(C(O)C)(=S)O (thiolactic acid), C(=O)[O-].[NH4+] (ammonium formate). Run in C1(=CC=CC=C1)C (toluene). Reaction conditions: time 8 hour. Product: ClC1=C(C=CC(=C1)Cl)C1SC(C(N1)=O)C (2-[2,4-dichlorophenyl]-5-methylthiazolidin-4-one). Yield: 85.3%. Reaction SMILES: [Cl:1][C:2]1[CH:9]=[C:8]([Cl:10])[CH:7]=[CH:6][C:3]=1[CH:4]=O.[C:11](O)(=[S:15])[CH:12](C)O.[CH:17]([O-:19])=O.[NH4+:20]>C1(C)C=CC=CC=1>[Cl:1][C:2]1[CH:9]=[C:8]([Cl:10])[CH:7]=[CH:6][C:3]=1[CH:4]1[NH:20][C:17](=[O:19])[CH:11]([CH3:12])[S:15]1 |f:2.3|. Procedure details: In a 500 ml 3-necked flask equipped with a Dean & Stark trap and reflux condenser, 30 g (0.17 mole) 2,4-dichlorobenzaldehyde, 18.2 g (0.17 mole) 95% thiolactic acid and 10.8 g (0.17 mole) ammonium formate in 150 ml toluene were placed. The reaction mixture was heated to reflux for several hours; 17 ml water collected. The mixture was at first clear in color and then turned yellow. The reaction mixture was allowed to sit overnight during which yellow solids precipitated. The mixture was filtered.... Reactants: BrC=1C=C2C(=NC1)OC1=CC=C(C=C1[C@]21N=C(OC1)N)C=1C(=NC=CC1)F ((S)-3-bromo-7-(2-fluoropyridin-3-yl)-5′H-spiro[chromeno[2,3-b]pyridine-5,4′-oxazol]-2′-amine), CN(C)C1=CC=CC=C1C2=CC=CC=C2P(C3CCCCC3)C4CCCCC4 (DavePhos), C[Si](C)(C)[N-][Si](C)(C)C.[Li+] (lithium bis(trimethylsilyl)amide), CC1(CNCCO1)C (2,2-dimethylmorpholine). The reagents and catalysts are C=1C=CC(=CC1)/C=C/C(=O)/C=C/C2=CC=CC=C2.C=1C=CC(=CC1)/C=C/C(=O)/C=C/C2=CC=CC=C2.C=1C=CC(=CC1)/C=C/C(=O)/C=C/C2=CC=CC=C2.[Pd].[Pd] (tris(dibenzylideneacetone)dipalladium(0)). Solvent: [Cl-].[NH4+] (ammonium chloride), O (water). The product is CC1(OCCN(C1)C=1C=C2C(=NC1)OC1=CC=C(C=C1[C@]21N=C(OC1)N)C=1C(=NC=CC1)F)C ((S)-3-(2,2-dimethylmorpholino)-7-(2-fluoropyridin-3-yl)-5′H-spiro[chromeno[2,3-b]pyridine-5,4′-oxazol]-2′-amine). As a reaction SMILES: Br[C:2]1[CH:3]=[C:4]2[C@:15]3([CH2:19][O:18][C:17]([NH2:20])=[N:16]3)[C:14]3[C:9](=[CH:10][CH:11]=[C:12]([C:21]4[C:22]([F:27])=[N:23][CH:24]=[CH:25][CH:26]=4)[CH:13]=3)[O:8][C:5]2=[N:6][CH:7]=1.CN(C1C(C2C(P(C3CCCCC3)C3CCCCC3)=CC=CC=2)=CC=CC=1)C.C[Si]([N-][Si](C)(C)C)(C)C.[Li+].[CH3:66][C:67]1([CH3:73])[O:72][CH2:71][CH2:70][NH:69][CH2:68]1>[Cl-].[NH4+].O.C1C=CC(/C=C/C(/C=C/C2C=CC=CC=2)=O)=CC=1.C1C=CC(/C=C/C(/C=C/C2C=CC=CC=2)=O)=CC=1.C1C=CC(/C=C/C(/C=C/C2C=CC=CC=2)=O)=CC=1.[Pd].[Pd]>[CH3:66][C:67]1([CH3:73])[CH2:68][N:69]([C:2]2[CH:3]=[C:4]3[C@:15]4([CH2:19][O:18][C:17]([NH2:20])=[N:16]4)[C:14]4[C:9](=[CH:10][CH:11]=[C:12]([C:21]5[C:22]([F:27])=[N:23][CH:24]=[CH:25][CH:26]=5)[CH:13]=4)[O:8][C:5]3=[N:6][CH:7]=2)[CH2:70][CH2:71][O:72]1 |f:2.3,5.6,8.9.10.11.12|. Procedure details: A vial was charged with (S)-3-bromo-7-iodo-5′H-spiro[chromeno[2,3-b]pyridine-5,4′-oxazol]-2′-amine (302.9 mg, 0.661 mmol), 2-fluoro-3-pyridineboronic acid (102 mg, 0.727 mmol), potassium carbonate (457 mg, 3.31 mmol), and tetrakis(triphenylphosphine)palladium(0) (38.2 mg, 0.033 mmol). The vial was flushed with Ar (g), then dioxane (3306 μL) and water (1.7 mL) were added in sequence. The vial was sealed and placed in a 75° C. oil bath for 2 hours. The mixture was diluted with EtOAc (15 mL) and br... Reactants: Cc1cc(Br)cnc1Br, CC1CNCCN1. Yields the product Cc1cc(Br)cnc1N1CCNC(C)C1. Reaction SMILES: [Br:1][c:2]1[n:3][cH:4][c:5]([Br:9])[cH:6][c:7]1[CH3:8].[CH3:10][CH:11]1[NH:12][CH2:13][CH2:14][NH:15][CH2:16]1>>[c:2]1([N:15]2[CH2:14][CH2:13][NH:12][CH:11]([CH3:10])[CH2:16]2)[n:3][cH:4][c:5]([Br:9])[cH:6][c:7]1[CH3:8]. Starting materials: Cl (hydrochloric acid), COC(=O)C1=CC2(CCCC2)CCC1 (spiro[4.5]dec-6-ene-7-carboxylic acid methyl ester), C1(=CC=CC=C1)C (toluene), [H-].C(C(C)C)[Al+]CC(C)C (diisobutylaluminum hydride). Run in C(C)(=O)OCC (ethyl acetate), O1CCCC1 (tetrahydrofuran). Reaction conditions: temperature -70 celsius, time 2 hour. Yields the product C1CCCC12C=C(CCC2)CO (spiro[4.5]dec-6-ene-7-methanol). Yield: 79.3%. As a reaction SMILES: C[O:2][C:3]([C:5]1[CH2:14][CH2:13][CH2:12][C:7]2([CH2:11][CH2:10][CH2:9][CH2:8]2)[CH:6]=1)=O.C1(C)C=CC=CC=1.[H-].C([Al+]CC(C)C)C(C)C.Cl>O1CCCC1.C(OCC)(=O)C>[CH2:11]1[C:7]2([CH2:12][CH2:13][CH2:14][C:5]([CH2:3][OH:2])=[CH:6]2)[CH2:8][CH2:9][CH2:10]1 |f:2.3|. Reported procedure: To a solution of spiro[4.5]dec-6-ene-7-carboxylic acid methyl ester (3.50 g) obtained in Step 5 in tetrahydrofuran (70 mL) was added dropwise a 1M toluene solution of diisobutylaluminum hydride (54.6 mL) under argon atmosphere at −70° C. over 15 minutes, followed by stirring the reaction mixture at −70° C. for 2 hours. After raising the temperature up to −15° C., to the reaction mixture were added successively 2N aqueous hydrochloric acid solution (60 mL) and ethyl acetate (100 mL), followed by ... Reactants: C(C)(C)(C)OC(=O)NC(CC(=O)N[C@H]1C(NC2=C(CC1)C=CC=C2)=O)(C)C (3-t-butoxycarbonylamino-3-methyl-N-[2,3,4,5-tetrahydro-2-oxo-1H-1-benzazepin-3(R)-yl]butanamide), BrCC1=CC=C(C=C1)C1=C(C=CC=C1)S(=O)(=O)NCC (4-bromomethyl-2'-(ethylaminosulfonyl)-1,1'-biphenyl), C35H44N4O6S. The product is C(C1=CC=CC=C1)OC(=O)NC(CC(=O)N[C@H]1C(N(C2=C(CC1)C=CC=C2)CC2=CC=C(C=C2)C2=C(C=CC=C2)S(=O)(=O)NCC)=O)(C)C (3-Benzyloxycarbonylamino-3-methyl-N-[2,3,4,5-tetrahydro-2-oxo-1-[[2'-(ethylamino)sulfonyl[1,1'-biphenyl]-4-yl]methyl]-1H-1-benzazepin-3(R)-yl]butanamide). As a reaction SMILES: C([O:5][C:6]([NH:8][C:9]([CH3:27])([CH3:26])[CH2:10][C:11]([NH:13][C@@H:14]1[CH2:20][CH2:19][C:18]2[CH:21]=[CH:22][CH:23]=[CH:24][C:17]=2[NH:16][C:15]1=[O:25])=[O:12])=[O:7])(C)(C)C.Br[CH2:29][C:30]1[CH:35]=[CH:34][C:33]([C:36]2[CH:41]=[CH:40][CH:39]=[CH:38][C:37]=2[S:42]([NH:45][CH2:46][CH3:47])(=[O:44])=[O:43])=[CH:32][CH:31]=1>>[CH2:19]([O:5][C:6]([NH:8][C:9]([CH3:27])([CH3:26])[CH2:10][C:11]([NH:13][C@@H:14]1[CH2:20][CH2:19][C:18]2[CH:21]=[CH:22][CH:23]=[CH:24][C:17]=2[N:16]([CH2:29][C:30]2[CH:35]=[CH:34][C:33]([C:36]3[CH:41]=[CH:40][CH:39]=[CH:38][C:37]=3[S:42]([NH:45][CH2:46][CH3:47])(=[O:44])=[O:43])=[CH:32][CH:31]=2)[C:15]1=[O:25])=[O:12])=[O:7])[C:18]1[CH:21]=[CH:22][CH:23]=[CH:24][CH:17]=1. Procedure details: Prepared from 3-t-butoxycarbonylamino-3-methyl-N-[2,3,4,5-tetrahydro-2-oxo-1H-1-benzazepin-3(R)-yl]butanamide (prepared by the method of Fisher, et al; U.S. Pat. No. 5,206,235) and 4-bromomethyl-2'-(ethylaminosulfonyl)-1,1'-biphenyl by the procedure described in Example 1, Step E. 1H NMR (400 MHz, CDCl3): δ 0.77 (t, 7Hz, 3H), 1.33 (s, 6H), 1.40 (s, 9H), 1.47 (s, 3H), 1.87 (m, 1H), 2.35-2.6 (m, 7H), 3.12 (t, 7Hz, 1H), 4.52 (m, 1H), 4.83 (d, 15 Hz, 1H), 5.17 (br s, 1H), 5.38 (d, 15 Hz, 1H), 6.66 (... The reactants are Cl (HCl), FC1=C(C=C(C=C1)F)[C@@H]1N(CCC1)C1=CC=2N(C=C1)N=CC2C(=O)N2CC(N(CC2)C(=O)OC(C)(C)C)CO (tert-butyl 4-(5-((R)-2-(2,5-difluorophenyl)pyrrolidin-1-yl)pyrazolo[1,5-a]pyridine-3-carbonyl)-2-(hydroxylmethyl)piperazine-1-carboxylate). The solvent is O1CCOCC1 (Dioxane). Conditions: time 4 hour. The product is FC1=C(C=C(C=C1)F)[C@@H]1N(CCC1)C1=CC=2N(C=C1)N=CC2C(=O)N2CC(NCC2)CO ((5-((R)-2-(2,5-difluorophenyl)pyrrolidin-1-yl)pyrazolo[1,5-a]pyridin-3-yl)(3-(hydroxymethyl)piperazin-1-yl)methanone). As a reaction SMILES: Cl.[F:2][C:3]1[CH:8]=[CH:7][C:6]([F:9])=[CH:5][C:4]=1[C@H:10]1[CH2:14][CH2:13][CH2:12][N:11]1[C:15]1[CH:20]=[CH:19][N:18]2[N:21]=[CH:22][C:23]([C:24]([N:26]3[CH2:31][CH2:30][N:29](C(OC(C)(C)C)=O)[CH:28]([CH2:39][OH:40])[CH2:27]3)=[O:25])=[C:17]2[CH:16]=1>O1CCOCC1>[F:2][C:3]1[CH:8]=[CH:7][C:6]([F:9])=[CH:5][C:4]=1[C@H:10]1[CH2:14][CH2:13][CH2:12][N:11]1[C:15]1[CH:20]=[CH:19][N:18]2[N:21]=[CH:22][C:23]([C:24]([N:26]3[CH2:31][CH2:30][NH:29][CH:28]([CH2:39][OH:40])[CH2:27]3)=[O:25])=[C:17]2[CH:16]=1. Procedure: 4M HCl solution (in Dioxane) (5 mL) was added to a stirred solution of tert-butyl 4-(5-((R)-2-(2,5-difluorophenyl)pyrrolidin-1-yl)pyrazolo[1,5-a]pyridine-3-carbonyl)-2-(hydroxylmethyl)piperazine-1-carboxylate (150 mg, 0.276 mmol) in Dioxane (2 mL) and stirring was continued at 20-35° C. for 4 h. After which the reaction mixture was concentrated under reduced pressure to afford the crude product. The crude product was purified by Preparative HPLC [Column:LUNA-C18-250*21.2 mm, Mobile phase-A: 0.1%... Starting materials: CO (methanol), COC1=C(C=C(C2=C(C=CC=C12)OC)OC)C(=O)C1C2C(OC(CC1)(C2)C2(OCCO2)C)=O (2-(1,4,5-trimethoxy-2-naphthylcarbonyl)-5-(2-methyl-dioxolan-2-yl)-6-oxa-bicyclo[3,2,1]octan-7-one), solution, Cl (hydrogen chloride), CO (methanol). The product is COC(=O)C1CCCC(C1)(O)C(C)=O (2-methoxycarbonyl-4-acetyl-4-hydroxy-cyclohexane), 1-1,4,5-trimethoxy-3-naphthylcarbonyl. Reaction SMILES: COC1C2C(=C(OC)C=CC=2)C(OC)=CC=1C([CH:19]1[CH2:25][CH2:24][C:23]2([C:27]3([CH3:32])OCC[O:28]3)[CH2:26][CH:20]1[C:21](=[O:33])[O:22]2)=O.Cl.[CH3:35][OH:36]>>[CH3:35][O:36][C:21]([CH:20]1[CH2:26][C:23]([C:27](=[O:28])[CH3:32])([OH:22])[CH2:24][CH2:25][CH2:19]1)=[O:33]. Reported procedure: 1.6 g of 2-(1,4,5-trimethoxy-2-naphthylcarbonyl)-5-(2-methyl-dioxolan-2-yl)-6-oxa-bicyclo[3,2,1]octan-7-one, prepared as described in Example 4, was dissolved in methanol and treated at room temperature for 1 hour with a 1N solution of hydrogen chloride in anhydrous methanol. After evaporating off the solvent, there was obtained in almost quantitative yield 1.5 g of 1-1,4,5-trimethoxy-3-naphthylcarbonyl)-2-methoxycarbonyl-4-acetyl-4-hydroxy-cyclohexane (X, R=OCH3). m/z 444 (M+.); IR (film): 3460... Starting materials: ClCC(=O)N1C2=C(C(NC3=C1C=CC=C3)=O)N(N=C2C)C (4-chloroacetyl-1,3-dimethyl-1,4,9,10-tetrahydropyrazolo[4,3-b][1,5]benzodiazepin-10-one), N1CCCC1 (pyrrolidine), C([O-])([O-])=O.[Na+].[Na+] (sodium carbonate). Solvent: C(C)O (ethanol). Product: CN1N=C(C=2N(C3=C(NC(C21)=O)C=CC=C3)C(CN3CCCC3)=O)C (1,3-dimethyl-4-(pyrrolidinoacetyl)-1,4,9,10-tetrahydropyrazolo[4,3-b][1,5]benzodiazepin-10-one). The yield is 92.0%. As a reaction SMILES: Cl[CH2:2][C:3]([N:5]1[C:11]2[CH:12]=[CH:13][CH:14]=[CH:15][C:10]=2[NH:9][C:8](=[O:16])[C:7]2[N:17]([CH3:21])[N:18]=[C:19]([CH3:20])[C:6]1=2)=[O:4].[NH:22]1[CH2:26][CH2:25][CH2:24][CH2:23]1.C(=O)([O-])[O-].[Na+].[Na+]>C(O)C>[CH3:21][N:17]1[C:7]2[C:8](=[O:16])[NH:9][C:10]3[CH:15]=[CH:14][CH:13]=[CH:12][C:11]=3[N:5]([C:3](=[O:4])[CH2:2][N:22]3[CH2:26][CH2:25][CH2:24][CH2:23]3)[C:6]=2[C:19]([CH3:20])=[N:18]1 |f:2.3.4|. Procedure: 2.0 g of 4-chloroacetyl-1,3-dimethyl-1,4,9,10-tetrahydropyrazolo[4,3-b][1,5]benzodiazepin-10-one, 0.55 g of pyrrolidine, 0.85 g of ground sodium carbonate and 15 ml of absolute ethanol are heated at the boil for 2 hours; the hot solution is then filtered and concentrated in vacuo. The thus-obtained residue is dissolved in ethylene chloride, and the resulting organic solution is washed at pH 7 with water and concentrated to yield 2.05 g of 1,3-dimethyl-4-(pyrrolidinoacetyl)-1,4,9,10-tetrahydropyr...